This data is from the Open Reaction Database (ORD), a public repository of structured organic reaction records. The task is: describe an organic reaction: reactants, conditions, products, and yield The reactants are CC(C)N1CCC(Oc2cc3cc(C(=O)N4CCN(S(=O)(=O)C5CC5)CC4)[nH]c3cc2Br)CC1, CC(C)(C)[Si](C)(C)OCCBr, CN(C)C=O, [H-], [Na+]. The product is CC(C)N1CCC(Oc2cc3cc(C(=O)N4CCN(S(=O)(=O)C5CC5)CC4)n(CCO[Si](C)(C)C(C)(C)C)c3cc2Br)CC1. RXN SMILES: [Br:1][c:2]1[c:3]([O:25][CH:26]2[CH2:27][CH2:28][N:29]([CH:32]([CH3:33])[CH3:34])[CH2:30][CH2:31]2)[cH:4][c:5]2[cH:6][c:7]([C:11](=[O:12])[N:13]3[CH2:14][CH2:15][N:16]([S:19](=[O:20])(=[O:21])[CH:22]4[CH2:23][CH2:24]4)[CH2:17][CH2:18]3)[nH:8][c:9]2[cH:10]1.[Br:37][CH2:38][CH2:39][O:40][Si:41]([CH3:42])([CH3:43])[C:44]([CH3:45])([CH3:46])[CH3:47].[CH3:48][N:49]([CH3:50])[CH:51]=[O:52].[H-:35].[Na+:36]>>[Br:1][c:2]1[c:3]([O:25][CH:26]2[CH2:27][CH2:28][N:29]([CH:32]([CH3:33])[CH3:34])[CH2:30][CH2:31]2)[cH:4][c:5]2[cH:6][c:7]([C:11](=[O:12])[N:13]3[CH2:14][CH2:15][N:16]([S:19](=[O:20])(=[O:21])[CH:22]4[CH2:23][CH2:24]4)[CH2:17][CH2:18]3)[n:8]([CH2:38][CH2:39][O:40][Si:41]([CH3:42])([CH3:43])[C:44]([CH3:45])([CH3:46])[CH3:47])[c:9]2[cH:10]1. Reactants: CCC1Cc2ccc(C(C)C(=O)O)cc2C1, O=S(Cl)Cl, c1ccccc1. The product is CCC1Cc2ccc(C(C)C(=O)O)cc2C1, [Cl-]. As a reaction SMILES: [CH3:1][CH:2]([C:3](=[O:4])[OH:5])[c:6]1[cH:7][c:8]2[c:12]([cH:13][cH:14]1)[CH2:11][CH:10]([CH2:15][CH3:16])[CH2:9]2.[S:17]([Cl:18])([Cl:19])=[O:20].[cH:21]1[cH:22][cH:23][cH:24][cH:25][cH:26]1>>[CH3:1][CH:2]([C:3](=[O:4])[OH:5])[c:6]1[cH:7][c:8]2[c:12]([cH:13][cH:14]1)[CH2:11][CH:10]([CH2:15][CH3:16])[CH2:9]2.[Cl-:19]. The reactants are BrCCCCl (1-bromo-3-chloropropane), N1S(N2CCCC3=CC=CC1=C23)(=O)=O (5,6-dihydro-(1H,4H)-1,2,5-thiadiazolo[4,3,2-ij]quinoline 2,2-dioxide), [H-].[Na+] (sodium hydride). The solvent is O (water), C(C)(=O)OCC (ethyl acetate), CN(C=O)C (N,N-dimethylformamide), CN(C=O)C (N,N-dimethylformamide). Reaction conditions: time 30 minute. Product: ClCCCN1S(N2CCCC3=CC=CC1=C23)(=O)=O (1-(3-chloropropyl)-5,6-dihydro-(1H,4H)-1,2,5-thiadiazolo[4,3,2-ij]quinoline 2,2-dioxide). Isolated yield 77.0%. As a reaction SMILES: [NH:1]1[C:11]2=[C:12]3[C:7](=[CH:8][CH:9]=[CH:10]2)[CH2:6][CH2:5][CH2:4][N:3]3[S:2]1(=[O:14])=[O:13].[H-].[Na+].Br[CH2:18][CH2:19][CH2:20][Cl:21]>CN(C)C=O.O.C(OCC)(=O)C>[Cl:21][CH2:20][CH2:19][CH2:18][N:1]1[C:11]2=[C:12]3[C:7](=[CH:8][CH:9]=[CH:10]2)[CH2:6][CH2:5][CH2:4][N:3]3[S:2]1(=[O:13])=[O:14] |f:1.2|. Procedure: 1-(3-Chloropropyl)-5,6-dihydro(1H,4H)-1,2,5-thiadiazolo[4,3,2-ij]quinoline 2,2-dioxide can be obtained as follows: a solution of 5,6-dihydro-(1H,4H)-1,2,5-thiadiazolo[4,3,2-ij]quinoline 2,2-dioxide (4 g) in dry N,N-dimethylformamide (30 cc) is added dropwise to a suspension of sodium hydride (0.69 g, 80% suspension in oil) in N,N-dimethylformamide (20 cc). After 30 minutes' stirring, a solution of 1-bromo-3-chloropropane (3.25 g) in N,N-dimethylformamdide (20 cc) is added. The reaction mixture i... Starting materials: Br, CCCCCCC=C1CCCC1=O, ClC(Cl)=C(Cl)Cl. The product is CCCCCCCC1=CCCC1=O. As a reaction SMILES: [Br:14].[CH:1]([CH2:2][CH2:3][CH2:4][CH2:5][CH2:6][CH3:7])=[C:8]1[C:9](=[O:13])[CH2:10][CH2:11][CH2:12]1.[Cl:15][C:16]([Cl:17])=[C:18]([Cl:19])[Cl:20]>>[CH2:1]([CH2:2][CH2:3][CH2:4][CH2:5][CH2:6][CH3:7])[C:8]1=[CH:12][CH2:11][CH2:10][C:9]1=[O:13]. Starting materials: C=1C=CN2C1CNC1=C(C2)C=CC=C1 (10,11-dihydro-5H-pyrrolo[2,1-c][1,4]benzodiazepine), CN(C1=CC=CC=C1)C (N,N-dimethylaniline), O (water), C1(=CC=C(C=C1)C(=O)Cl)C1=CC=CC=C1 (4-biphenylcarbonyl chloride). Solvent: O1CCOCC1 (1,4-dioxane). Conditions: time 2 hour. Yields the product C1(=CC=C(C=C1)C(=O)N1CC=2N(CC3=C1C=CC=C3)C=CC2)C2=CC=CC=C2 (10-(1,1′-Biphenyl-4-ylcarbonyl)-10,11-dihydro-5H-pyrrolo[2,1-c][1,4]benzodiazepine). As a reaction SMILES: [CH:1]1[CH:2]=[CH:3][N:4]2[CH2:10][C:9]3[CH:11]=[CH:12][CH:13]=[CH:14][C:8]=3[NH:7][CH2:6][C:5]=12.CN(C)C1C=CC=CC=1.[C:24]1([C:33]2[CH:38]=[CH:37][CH:36]=[CH:35][CH:34]=2)[CH:29]=[CH:28][C:27]([C:30](Cl)=[O:31])=[CH:26][CH:25]=1.O>O1CCOCC1>[C:24]1([C:33]2[CH:34]=[CH:35][CH:36]=[CH:37][CH:38]=2)[CH:25]=[CH:26][C:27]([C:30]([N:7]2[C:8]3[CH:14]=[CH:13][CH:12]=[CH:11][C:9]=3[CH2:10][N:4]3[CH:3]=[CH:2][CH:1]=[C:5]3[CH2:6]2)=[O:31])=[CH:28][CH:29]=1. Reported procedure: To a solution of 5.53 g (0.03 mol) of 10,11-dihydro-5H-pyrrolo[2,1-c][1,4]benzodiazepine in 50 mL of 1,4-dioxane was added 3.64 g (0.03 mol) of N,N-dimethylaniline followed by 6.50 g. of 4-biphenylcarbonyl chloride. The reaction solution was allowed to stand at room temperature for 2 hours and then slowly poured into 2 L of water. On cooling the mixture a crystalline white solid was formed which was collected and dried to provide the title compound (9.5 g). The product was used directly in the n... Starting materials: C(C)(=O)C1=C(C=CC(=C1)Br)O (2-acetyl-4-bromophenol), BrCC(=O)OCC (ethyl bromoacetate), C([O-])([O-])=O.[K+].[K+] (potassium carbonate). Run in CC(=O)C (acetone), C(Cl)(Cl)Cl (chloroform). Product: C(C)(=O)C1=C(C=CC(=C1)Br)OCC(=O)OCC (ethyl (2-acetyl-4-bromophenyl)oxyacetate). The yield is 90.2%. Reaction SMILES: [C:1]([C:4]1[CH:9]=[C:8]([Br:10])[CH:7]=[CH:6][C:5]=1[OH:11])(=[O:3])[CH3:2].Br[CH2:13][C:14]([O:16][CH2:17][CH3:18])=[O:15].C(=O)([O-])[O-].[K+].[K+]>CC(C)=O.C(Cl)(Cl)Cl>[C:1]([C:4]1[CH:9]=[C:8]([Br:10])[CH:7]=[CH:6][C:5]=1[O:11][CH2:13][C:14]([O:16][CH2:17][CH3:18])=[O:15])(=[O:3])[CH3:2] |f:2.3.4|. Procedure: 13.31 g of 2-acetyl-4-bromophenol, 11.0 g of ethyl bromoacetate and 9.7 g of anhydrous potassium carbonate were refluxed under heating in 70 ml of acetone for 2 hours. Insoluble materials were removed by filtration, and the resulting filtrate was concentrated and dried. The residue thus obtained was dissolved in chloroform, washed with water, and then dried to remove the solvent. The thus treated residue was washed with a mixed solvent system of ethanol and n-hexane to isolate insoluble crystals... Starting materials: BrC1=CN=C2C(=N1)C(=CN2COC(C(C)(C)C)=O)C(=O)OC (methyl 2-bromo-5-(pivaloyloxymethyl)-5H-pyrrolo[3,2-b]pyrazine-7-carboxylate), CN1N=C(C2=CC=C(C=C12)C(F)(F)F)[Sn](CCCC)(CCCC)CCCC (1-methyl-3-(tributylstannyl)-6-(trifluoromethyl)-1H-indazole), O (Water). The reagents and catalysts are C=1C=CC(=CC1)[P](C=2C=CC=CC2)(C=3C=CC=CC3)[Pd]([P](C=4C=CC=CC4)(C=5C=CC=CC5)C=6C=CC=CC6)([P](C=7C=CC=CC7)(C=8C=CC=CC8)C=9C=CC=CC9)[P](C=1C=CC=CC1)(C=1C=CC=CC1)C=1C=CC=CC1 (Pd(PPh3)4), [Cu]I (CuI). Solvent: CN(C)C=O (DMF). Conditions: temperature 90 celsius. Yields the product CN1N=C(C2=CC=C(C=C12)C(F)(F)F)C1=CN=C2C(=N1)C(=CN2COC(C(C)(C)C)=O)C(=O)OC (methyl 2-(1-methyl-6-(trifluoromethyl)-1H-indazol-3-yl)-5-(pivaloyloxymethyl)-5H-pyrrolo[3,2-b]pyrazine-7-carboxylate). Isolated yield 50.4%. As a reaction SMILES: Br[C:2]1[N:7]=[C:6]2[C:8]([C:19]([O:21][CH3:22])=[O:20])=[CH:9][N:10]([CH2:11][O:12][C:13](=[O:18])[C:14]([CH3:17])([CH3:16])[CH3:15])[C:5]2=[N:4][CH:3]=1.[CH3:23][N:24]1[C:32]2[C:27](=[CH:28][CH:29]=[C:30]([C:33]([F:36])([F:35])[F:34])[CH:31]=2)[C:26]([Sn](CCCC)(CCCC)CCCC)=[N:25]1.O>CN(C=O)C.C1C=CC([P]([Pd]([P](C2C=CC=CC=2)(C2C=CC=CC=2)C2C=CC=CC=2)([P](C2C=CC=CC=2)(C2C=CC=CC=2)C2C=CC=CC=2)[P](C2C=CC=CC=2)(C2C=CC=CC=2)C2C=CC=CC=2)(C2C=CC=CC=2)C2C=CC=CC=2)=CC=1.[Cu]I>[CH3:23][N:24]1[C:32]2[C:27](=[CH:28][CH:29]=[C:30]([C:33]([F:34])([F:35])[F:36])[CH:31]=2)[C:26]([C:2]2[N:7]=[C:6]3[C:8]([C:19]([O:21][CH3:22])=[O:20])=[CH:9][N:10]([CH2:11][O:12][C:13](=[O:18])[C:14]([CH3:17])([CH3:16])[CH3:15])[C:5]3=[N:4][CH:3]=2)=[N:25]1 |^1:59,61,80,99|. Reported procedure: A mixture of methyl 2-bromo-5-(pivaloyloxymethyl)-5H-pyrrolo[3,2-b]pyrazine-7-carboxylate (0.3 g, 0.81 mmol), 1-methyl-3-(tributylstannyl)-6-(trifluoromethyl)-1H-indazole (0.98 g, 1.51 mmol), Pd(PPh3)4 (174 mg, 0.151 mmol) and CuI (58 mg, 0.302 mmol) in dry DMF (10 mL) was heated to 90° C. for 3 hours. Water (10 mL) was added. The formed precipitate was separated by filtration, washed with petroleum ether (3 mL) to afford methyl 2-(1-methyl-6-(trifluoromethyl)-1H-indazol-3-yl)-5-(pivaloyloxymeth...